From a dataset of the Open Reaction Database (ORD), a public repository of structured organic reaction records. describe an organic reaction: reactants, conditions, products, and yield The reactants are BrC1=NSN=C1C1=C(C=CC=C1)Cl (3-bromo-4-(2-chlorophenyl)-1,2,5-thiadiazole), [Cu](C#N)C#N (copper cyanide), O (water). Solvent: CN1C(N(CC1)C)=O (1,3-dimethyl-2-imidazolidinone). The product is ClC1=C(C=CC=C1)C1=NSN=C1C#N (3-(2-chlorophenyl)-4-cyano-1,2,5-thiadiazole). Isolated yield 53.3%. RXN SMILES: Br[C:2]1[C:6]([C:7]2[CH:12]=[CH:11][CH:10]=[CH:9][C:8]=2[Cl:13])=[N:5][S:4][N:3]=1.[Cu](C#N)[C:15]#[N:16].O>CN1CCN(C)C1=O>[Cl:13][C:8]1[CH:9]=[CH:10][CH:11]=[CH:12][C:7]=1[C:6]1[C:2]([C:15]#[N:16])=[N:3][S:4][N:5]=1. Reported procedure: In 1,3-dimethyl-2-imidazolidinone, were stirred 280 mg of 3-bromo-4-(2-chlorophenyl)-1,2,5-thiadiazole, and 180 mg of copper cyanide at 150° C. for 12 hours. After spontaneous cooling, the reaction mixture was poured into water, and the mixture was extracted with diethyl ether. The diethyl layer was washed with dilute sodium hydroxide solution and water, dried over anhydrous magnesium sulfate, and concentrated. The concentrate was purified by silica gel column chromatography to obtain 120 mg of ...